Dataset: the Open Reaction Database (ORD), a public repository of structured organic reaction records. Task: describe an organic reaction: reactants, conditions, products, and yield The yield is 45.5%. As a reaction SMILES: C[O:2][C:3](=[O:40])[C@@H:4]([NH:8][S:9]([C:12]1[CH:17]=[CH:16][C:15]([C:18]2[CH:23]=[CH:22][C:21]([NH:24][C:25]([C:27]3[O:28][C:29]4[CH:36]=[CH:35][C:34]([Br:37])=[C:33]([O:38][CH3:39])[C:30]=4[C:31]=3[CH3:32])=[O:26])=[CH:20][CH:19]=2)=[CH:14][CH:13]=1)(=[O:11])=[O:10])[CH:5]([CH3:7])[CH3:6].[Li+].[OH-]>C1COCC1>[Br:37][C:34]1[CH:35]=[CH:36][C:29]2[O:28][C:27]([C:25]([NH:24][C:21]3[CH:20]=[CH:19][C:18]([C:15]4[CH:14]=[CH:13][C:12]([S:9]([NH:8][C@@H:4]([CH:5]([CH3:6])[CH3:7])[C:3]([OH:40])=[O:2])(=[O:10])=[O:11])=[CH:17][CH:16]=4)=[CH:23][CH:22]=3)=[O:26])=[C:31]([CH3:32])[C:30]=2[C:33]=1[O:38][CH3:39] |f:1.2|. Run in C1CCOC1 (THF). Reactants: COC([C@H](C(C)C)NS(=O)(=O)C1=CC=C(C=C1)C1=CC=C(C=C1)NC(=O)C=1OC2=C(C1C)C(=C(C=C2)Br)OC)=O ((S)-2-{4′-[(5-bromo-4-methoxy-3-methyl-benzofuran-2-carbonyl)-amino]-biphenyl-4-sulfonylamino}-3-methyl-butyric acid methyl ester), [Li+].[OH-] (LiOH). Procedure: To 18 mg of (S)-2-{4′-[(5-bromo-4-methoxy-3-methyl-benzofuran-2-carbonyl)-amino]-biphenyl-4-sulfonylamino}-3-methyl-butyric acid methyl ester was added 0.5 mL of THF and 0.5 mL of LiOH solution (3.6 g LiOH/50 mL MeOH/50 mL H2O). The mixture was stirred at room temperature for 6 days. The solvents were removed under vacuum and the residue was dissolved in 5 mL of water. The solution was acidified and the resulting suspension was filtered. The solid product was dried under vacuum to give 8 mg (39%... The product is BrC=1C=CC2=C(C(=C(O2)C(=O)NC2=CC=C(C=C2)C2=CC=C(C=C2)S(=O)(=O)N[C@H](C(=O)O)C(C)C)C)C1OC ((S)-2-{4′-[(5-bromo-4-methoxy-3-methyl-benzofuran-2-carbonyl)-amino]-biphenyl-4-sulfonylamino}-3-methyl-butyric acid). Reaction conditions: time 6 day. Starting materials: NC(=S)N (Thiourea), C(=O)C(C(=O)OCC)C(C)C=1C=NC=CC1 (ethyl 2-formyl-3-(3-pyridyl)butyrate), [O-]CC.[Na+] (sodium ethoxide). Run at time 8 hour. Run in C(C)O (ethanol). Yield: 51.0%. Procedure details: Thiourea (1.4 g) and ethyl 2-formyl-3-(3-pyridyl)butyrate (3.4 g) was added to a solution of sodium ethoxide (from 0.78 g sodium) in ethanol (45 ml). The mixture was heated under reflux for 7 hours and evaporated. The residue was taken up in water and extracted with chloroform at pH 13. The pH was adjusted to 7.0 and the mixture allowed to stand at 0° overnight. The solid was filtered off to give 5-[1-(3-pyridyl)ethyl]2-thiouracil (1.83 g) m.p. 225°-228° (from 2-propanol). RXN SMILES: [NH2:1][C:2]([NH2:4])=[S:3].[CH:5]([CH:7]([CH:13]([C:15]1[CH:16]=[N:17][CH:18]=[CH:19][CH:20]=1)[CH3:14])[C:8](OCC)=O)=[O:6].[O-]CC.[Na+]>C(O)C>[N:17]1[CH:18]=[CH:19][CH:20]=[C:15]([CH:13]([C:7]2[C:5](=[O:6])[NH:1][C:2](=[S:3])[NH:4][CH:8]=2)[CH3:14])[CH:16]=1 |f:2.3|. Yields the product N1=CC(=CC=C1)C(C)C=1C(NC(NC1)=S)=O (5-[1-(3-pyridyl)ethyl]2-thiouracil). Reactants: O (water), [OH-].[Na+] (sodium hydroxide), C(#N)[BH3-].[Na+] (Sodium cyanoborohydride), C(C)(C)(C)OC(=O)NN=C1CCC(CC1)C1=NC(=NO1)C(C)C (N′-[4-(3-isopropyl-[1,2,4]oxadiazol-5-yl)cyclohexylidene]-hydrazinecarboxylic acid tert-butyl ester). The solvent is C(C)(=O)O (acetic acid). Reaction conditions: time 2.5 hour. The product is C(C)(C)(C)OC(=O)NN[C@@H]1CC[C@@H](CC1)C1=NC(=NO1)C(C)C (N′-[4-(3-isopropyl-[1,2,4]oxadiazol-5-yl)-cis-cyclohexyl]-hydrazinecarboxylic acid tert-butyl ester), C(C)(C)(C)OC(=O)NN[C@@H]1CC[C@H](CC1)C1=NC(=NO1)C(C)C (N′-[4-(3-isopropyl-[1,2,4]oxadiazol-5-yl)-trans-cyclohexyl]-hydrazinecarboxylic acid tert-butyl ester). Yield: 36.0%. As a reaction SMILES: C([BH3-])#N.[Na+].[C:5]([O:9][C:10]([NH:12][N:13]=[C:14]1[CH2:19][CH2:18][CH:17]([C:20]2[O:24][N:23]=[C:22]([CH:25]([CH3:27])[CH3:26])[N:21]=2)[CH2:16][CH2:15]1)=[O:11])([CH3:8])([CH3:7])[CH3:6].O.[OH-].[Na+]>C(O)(=O)C>[C:5]([O:9][C:10]([NH:12][NH:13][C@H:14]1[CH2:19][CH2:18][C@@H:17]([C:20]2[O:24][N:23]=[C:22]([CH:25]([CH3:27])[CH3:26])[N:21]=2)[CH2:16][CH2:15]1)=[O:11])([CH3:8])([CH3:7])[CH3:6].[C:5]([O:9][C:10]([NH:12][NH:13][C@H:14]1[CH2:19][CH2:18][C@H:17]([C:20]2[O:24][N:23]=[C:22]([CH:25]([CH3:27])[CH3:26])[N:21]=2)[CH2:16][CH2:15]1)=[O:11])([CH3:8])([CH3:7])[CH3:6] |f:0.1,4.5|. Reported procedure: Sodium cyanoborohydride (389 mg, 6.2 mmol) was added in 8 portions to a solution of N′-[4-(3-isopropyl-[1,2,4]oxadiazol-5-yl)-cyclohexylidene]-hydrazinecarboxylic acid tert-butyl ester (from Step 1; 1.9 g, 5.9 mmol) in 50% aqueous acetic acid, and the mixture was stirred at room temperature for 2.5 h. The mixture was cooled slightly using cold water, and then 2 M aqueous sodium hydroxide solution was added to bring the pH to approximately 7. The mixture was extracted four times with dichlorometh... Reactants: CC1=C(C=2C(=NCCC2S1)C)C (2,3,4-Trimethyl-6,7-dihydrothieno[3,2-c]pyridine), C(C)(=O)O[BH-](OC(C)=O)OC(C)=O.[Na+] (sodium triacetoxyborohydride). Product: CC1=C(C=2C(NCCC2S1)C)C (2,3,4-Trimethyl-4,5,6,7-tetrahydro-thieno[3,2-c]pyridine). Yield: 14.0%. As a reaction SMILES: [CH3:1][C:2]1[S:10][C:9]2[CH2:8][CH2:7][N:6]=[C:5]([CH3:11])[C:4]=2[C:3]=1[CH3:12].C(O[BH-](OC(=O)C)OC(=O)C)(=O)C.[Na+]>>[CH3:1][C:2]1[S:10][C:9]2[CH2:8][CH2:7][NH:6][CH:5]([CH3:11])[C:4]=2[C:3]=1[CH3:12] |f:1.2|. Reported procedure: In close analogy to the procedure described above, 2,3,4-Trimethyl-6,7-dihydrothieno[3,2-c]pyridine is reacted with sodium triacetoxyborohydride to provide the title compound. Starting materials: COC1=CC=C(OC2=CC=C(C=C2)N)C=C1 (4-(4-Methoxyphenoxy)benzenamine), ClC(=O)OCC (Ethyl chloroformate). Solvent: N1=CC=CC=C1 (pyridine). Conditions: temperature 5 celsius, time 16 hour. Product: COC1=CC=C(OC2=CC=C(C=C2)NC(OCC)=O)C=C1 (ethyl [4-(4-methoxyphenoxy)phenyl]carbamate). Reaction SMILES: [CH3:1][O:2][C:3]1[CH:16]=[CH:15][C:6]([O:7][C:8]2[CH:13]=[CH:12][C:11]([NH2:14])=[CH:10][CH:9]=2)=[CH:5][CH:4]=1.Cl[C:18]([O:20][CH2:21][CH3:22])=[O:19]>N1C=CC=CC=1>[CH3:1][O:2][C:3]1[CH:16]=[CH:15][C:6]([O:7][C:8]2[CH:13]=[CH:12][C:11]([NH:14][C:18](=[O:19])[O:20][CH2:21][CH3:22])=[CH:10][CH:9]=2)=[CH:5][CH:4]=1. Reported procedure: 4-(4-Methoxyphenoxy)benzenamine (0.1 mole) and pyridine (50 ml) are charged into a glass reaction vessel fitted with a mechanical stirrer and thermometer and are cooled to about 5° C. Ethyl chloroformate (0.125 mole) is added, with stirring, at about 5° C., then for an additional 16 hours at room temperature. The mixture is then washed with 2 portions of water (50 ml), dried and the solvent is then removed to yield the desired product ethyl [4-(4-methoxyphenoxy)phenyl]carbamate.